This data is from the Open Reaction Database (ORD), a public repository of structured organic reaction records. The task is: describe an organic reaction: reactants, conditions, products, and yield Starting materials: potassium tert.-butylate, [I-].C[S+](=O)(C)C (trimethylsulphoxonium iodide), ClC1=C(C=CC(=C1)Cl)CC(C(CN1N=CN=C1)=O)(C)C (4-(2,4-dichlorophenyl)-3,3-dimethyl-1-(1,2,4-triazol-1-yl)-2-butanone). Solvent: CS(=O)C (dimethylsulphoxide), O1CCCC1 (tetrahydrofuran). Run at time 6 hour. Yields the product ClC1=C(C=CC(=C1)Cl)CC(C)(C)C1(OC1)CN1N=CN=C1 (2-(2,4-dichlorophenyl-tert.-butyl)-2-(1,2,4-triazol-1-yl-methyl)-oxirane). Yield: 73.6%. Reaction SMILES: [I-].[CH3:2][S+](C)(C)=O.[Cl:7][C:8]1[CH:13]=[C:12]([Cl:14])[CH:11]=[CH:10][C:9]=1[CH2:15][C:16]([CH3:26])([CH3:25])[C:17](=[O:24])[CH2:18][N:19]1[CH:23]=[N:22][CH:21]=[N:20]1>CS(C)=O.O1CCCC1>[Cl:7][C:8]1[CH:13]=[C:12]([Cl:14])[CH:11]=[CH:10][C:9]=1[CH2:15][C:16]([C:17]1([CH2:18][N:19]2[CH:23]=[N:22][CH:21]=[N:20]2)[CH2:2][O:24]1)([CH3:26])[CH3:25] |f:0.1|. Procedure: 15.7 g (71.2 millimoles) of trimethylsulphoxonium iodide are dissolved in 16 g of dimethylsulphoxide under a nitrogen atmosphere. 9.4 g (71.2 millimoles) of potassium tert.-butylate are added at room temperature, while cooling. The mixture is subsequently stirred for 6 hours and a solution of 20 g (64.1 millimoles) of 4-(2,4-dichlorophenyl)-3,3-dimethyl-1-(1,2,4-triazol-1-yl)-2-butanone in 30 ml of tetrahydrofuran is then added. The reaction mixture is stirred at room temperature for 15 hours an... Product: NC=1SC2=C(N=C(N=C2NC(CO)(C)C)SCC2=C(C(=CC=C2)F)F)N1 (2-[[2-Amino-5-[[(2,3-difluorophenyl)methyl]thio]thiazolo[4,5-d]pyrimidin-7-yl]amino]-2-methyl-1-propanol). As a reaction SMILES: Cl[C:2]1[C:3]2[S:20][C:19]([NH2:21])=[N:18][C:4]=2[N:5]=[C:6]([S:8][CH2:9][C:10]2[CH:15]=[CH:14][CH:13]=[C:12]([F:16])[C:11]=2[F:17])[N:7]=1.[NH2:22][C:23]([CH3:27])([CH3:26])[CH2:24][OH:25]>>[NH2:21][C:19]1[S:20][C:3]2[C:2]([NH:22][C:23]([CH3:27])([CH3:26])[CH2:24][OH:25])=[N:7][C:6]([S:8][CH2:9][C:10]3[CH:15]=[CH:14][CH:13]=[C:12]([F:16])[C:11]=3[F:17])=[N:5][C:4]=2[N:18]=1. Reported procedure: Prepared by the method of example 2 step a), using the product of example 4, step b) and 2-amino-2-methylpropanol. The reactants are ClC=1C2=C(N=C(N1)SCC1=C(C(=CC=C1)F)F)N=C(S2)N (7-Chloro-5-[[(2,3-difluorophenyl)methyl]thio]thiazolo[4,5-d]pyrimidin-2-amine), NC(CO)(C)C (2-amino-2-methylpropanol).